describe an organic reaction: reactants, conditions, products, and yield From a dataset of the Open Reaction Database (ORD), a public repository of structured organic reaction records. Starting materials: CCCCCC (hexane), [H-].[Na+] (sodium hydride), CN(C=O)C (dimethylformamide), ClC1=CC=C(CCl)C=C1 (4-chloro-benzyl chloride), C(#N)C1C(C(CC1)=O)(C)C (cyano-2,2-dimethylcyclopentanone). Conditions: time 5 hour. The product is ClC1=CC=C(CC2(CCC(C2=O)(C)C)C#N)C=C1 (5-(4-chlorobenzyl)-5-cyano-2,2-dimethylcyclopentanone). Isolated yield 72.6%. As a reaction SMILES: [H-].[Na+].C([CH:5]1[CH2:9][CH2:8][C:7](=[O:10])[C:6]1([CH3:12])[CH3:11])#N.[Cl:13][C:14]1[CH:21]=[CH:20][C:17]([CH2:18]Cl)=[CH:16][CH:15]=1.CCCCCC.[CH3:28][N:29](C)C=O>>[Cl:13][C:14]1[CH:21]=[CH:20][C:17]([CH2:18][C:8]2([C:28]#[N:29])[C:7](=[O:10])[C:6]([CH3:11])([CH3:12])[CH2:5][CH2:9]2)=[CH:16][CH:15]=1 |f:0.1|. Procedure details: A 60% mineral oil suspension of sodium hydride (12.7 g, 0.31 mole) in dimethylformamide under nitrogen, is treated with cyano-2,2-dimethylcyclopentanone over a 50 minute period at ice-bath temperatures, then with a solution of 4-chloro-benzyl chloride (50.2 g, 0.31 mole) over a 30 minute period, stirred for 5 hours and quenched with water. The resultant mixture is extracted with ethyl acetate. The extracts are combined, washed with water and concentrated in vacuo to afford a solid residue. The r... Starting materials: NC=O, O=CO, O=C1CCC(c2ccc(Cl)c(Cl)c2)c2ccccc21. Product: O=CNC1CCC(c2ccc(Cl)c(Cl)c2)c2ccccc21. Reaction SMILES: [CH:20](=[O:21])[NH2:22].[CH:23]([OH:24])=[O:25].[Cl:1][c:2]1[cH:3][c:4]([CH:9]2[CH2:10][CH2:11][C:12](=[O:19])[c:13]3[cH:14][cH:15][cH:16][cH:17][c:18]32)[cH:5][cH:6][c:7]1[Cl:8]>>[Cl:1][c:2]1[cH:3][c:4]([CH:9]2[CH2:10][CH2:11][CH:12]([NH:22][CH:20]=[O:21])[c:17]3[cH:16][cH:15][cH:14][cH:13][c:18]32)[cH:5][cH:6][c:7]1[Cl:8].